This data is from the Open Reaction Database (ORD), a public repository of structured organic reaction records. The task is: describe an organic reaction: reactants, conditions, products, and yield Starting materials: [H-].[Na+] (NaH), FC(C1=NN(C=2CCCCC12)C1=CC=C(C=C1)NC(=O)N1CCCC1)(F)F (N-{4-[3-(trifluoromethyl)-4,5,6,7-tetrahydro-1H-indazol-1-yl]phenyl}-1-pyrrolidinecarboxamide), CI (MeI). Run in CN(C)C=O (DMF). Run at time 1 hour. Product: CN(C(=O)N1CCCC1)C1=CC=C(C=C1)N1N=C(C=2CCCCC12)C(F)(F)F (N-methyl-N-{4-[3-(trifluoromethyl)-4,5,6,7-tetrahydro-1H-indazol-1-yl]phenyl}-1-pyrrolidinecarboxamide). The yield is 89.2%. Reaction SMILES: [H-].[Na+].[F:3][C:4]([F:29])([F:28])[C:5]1[C:13]2[CH2:12][CH2:11][CH2:10][CH2:9][C:8]=2[N:7]([C:14]2[CH:19]=[CH:18][C:17]([NH:20][C:21]([N:23]3[CH2:27][CH2:26][CH2:25][CH2:24]3)=[O:22])=[CH:16][CH:15]=2)[N:6]=1.[CH3:30]I>CN(C=O)C>[CH3:30][N:20]([C:17]1[CH:16]=[CH:15][C:14]([N:7]2[C:8]3[CH2:9][CH2:10][CH2:11][CH2:12][C:13]=3[C:5]([C:4]([F:3])([F:28])[F:29])=[N:6]2)=[CH:19][CH:18]=1)[C:21]([N:23]1[CH2:24][CH2:25][CH2:26][CH2:27]1)=[O:22] |f:0.1|. Procedure: Under an inert atmosphere (Ar), NaH (60% in mineral oil, 3.8 mg; 95 μmol) was added in one portion to a stirring solution of N-{4-[3-(trifluoromethyl)-4,5,6,7-tetrahydro-1H-indazol-1-yl]phenyl}-1-pyrrolidinecarboxamide (17.7 mg; 44 μmol) in anhydrous DMF (1.5 mL). After stirring at room temperature for 1 hour, MeI (20 μL; 0.32 mmol) was added in one portion, and the reaction stirred at this temperature for 2 hours 10 minutes. The reaction was quenched with methanolic ammonia (1M, 1 mL), concentr... Reactants: COc1cccc2c1nc(C(F)F)n2-c1nc(NC2CN(S(C)(=O)=O)C2)nc(N2CCOCC2)n1, [H-], CI, [Na+], CN(C)C=O, O. Product: COc1cccc2c1nc(C(F)F)n2-c1nc(N2CCOCC2)nc(N(C)C2CN(S(C)(=O)=O)C2)n1. RXN SMILES: [F:1][CH:2]([c:3]1[n:4][c:5]2[c:6]([n:7]1-[c:8]1[n:9][c:10]([NH:20][CH:21]3[CH2:22][N:23]([S:25](=[O:26])(=[O:27])[CH3:28])[CH2:24]3)[n:11][c:12]([N:14]3[CH2:15][CH2:16][O:17][CH2:18][CH2:19]3)[n:13]1)[cH:29][cH:30][cH:31][c:32]2[O:33][CH3:34])[F:35].[H-:37].[I:38][CH3:39].[Na+:36].[O:41]=[CH:42][N:43]([CH3:44])[CH3:45].[OH2:40]>>[F:1][CH:2]([c:3]1[n:4][c:5]2[c:6]([n:7]1-[c:8]1[n:9][c:10]([N:20]([CH:21]3[CH2:22][N:23]([S:25](=[O:26])(=[O:27])[CH3:28])[CH2:24]3)[CH3:39])[n:11][c:12]([N:14]3[CH2:15][CH2:16][O:17][CH2:18][CH2:19]3)[n:13]1)[cH:29][cH:30][cH:31][c:32]2[O:33][CH3:34])[F:35]. Starting materials: CC(=O)OC(C)=O, Nc1cnccc1-c1nc2cc(C(F)(F)F)ccc2o1, O. The product is CC(=O)Nc1cnccc1-c1nc2cc(C(F)(F)F)ccc2o1. As a reaction SMILES: [CH3:21][C:22](=[O:23])[O:24][C:25](=[O:26])[CH3:27].[NH2:1][c:2]1[cH:3][n:4][cH:5][cH:6][c:7]1-[c:8]1[o:9][c:10]2[c:11]([n:12]1)[cH:13][c:14]([C:17]([F:18])([F:19])[F:20])[cH:15][cH:16]2.[OH2:28]>>[NH:1]([c:2]1[cH:3][n:4][cH:5][cH:6][c:7]1-[c:8]1[o:9][c:10]2[c:11]([n:12]1)[cH:13][c:14]([C:17]([F:18])([F:19])[F:20])[cH:15][cH:16]2)[C:22]([CH3:21])=[O:23]. The reactants are resultant solution, C([O-])([O-])=O.[Na+].[Na+] (sodium carbonate), resultant suspension, NC1=NC=C(C=C1)Br (2-amino-5-bromopyridine), C1(=CC=CC=C1)B(O)O (phenylboronic acid), COCCOC (1,2-dimethoxyethane). Reagents/catalysts: [Pd].C1(=CC=CC=C1)P(C1=CC=CC=C1)C1=CC=CC=C1.C1(=CC=CC=C1)P(C1=CC=CC=C1)C1=CC=CC=C1.C1(=CC=CC=C1)P(C1=CC=CC=C1)C1=CC=CC=C1.C1(=CC=CC=C1)P(C1=CC=CC=C1)C1=CC=CC=C1 (tetrakis (triphenylphosphine) palladium). Run in C(C)(=O)OCC (ethyl acetate). Yields the product C1(=CC=CC=C1)C=1C=CC(=NC1)N (5-phenyl-2-amino-pyridine). Yield: 81.0%. Reaction SMILES: [NH2:1][C:2]1[CH:7]=[CH:6][C:5](Br)=[CH:4][N:3]=1.[C:9]1(B(O)O)[CH:14]=[CH:13][CH:12]=[CH:11][CH:10]=1.COCCOC.C(=O)([O-])[O-].[Na+].[Na+]>[Pd].C1(P(C2C=CC=CC=2)C2C=CC=CC=2)C=CC=CC=1.C1(P(C2C=CC=CC=2)C2C=CC=CC=2)C=CC=CC=1.C1(P(C2C=CC=CC=2)C2C=CC=CC=2)C=CC=CC=1.C1(P(C2C=CC=CC=2)C2C=CC=CC=2)C=CC=CC=1.C(OCC)(=O)C>[C:9]1([C:5]2[CH:6]=[CH:7][C:2]([NH2:1])=[N:3][CH:4]=2)[CH:14]=[CH:13][CH:12]=[CH:11][CH:10]=1 |f:3.4.5,6.7.8.9.10|. Reported procedure: Dissolving 5.0 g (29 mmol) of 2-amino-5-bromopyridine, 3.6 g (30 mmol) of phenylboronic acid and 0.67 g of tetrakis (triphenylphosphine) palladium into 90 milliliter of 1,2-dimethoxyethane, adding 45 milliliter of 2.0M sodium carbonate aqueous solution, the resultant suspension was refluxed under heating for 6 hours. After completion of the reaction, the resultant solution was further dissolved into ethyl acetate, filtering the solution, washing with water, dried with the use of sodium sulfate. ... Reaction SMILES: [I-:1].[Na+].[C:3]([O:24][CH2:25]Cl)(=[O:23])[CH2:4][CH2:5][CH2:6][CH2:7][CH2:8][CH2:9][CH2:10][CH2:11][CH2:12][CH2:13][CH2:14][CH2:15][CH2:16][CH2:17][CH2:18][CH2:19][CH2:20][CH2:21][CH3:22]>C(#N)C.[Al]>[C:3]([O:24][CH2:25][I:1])(=[O:23])[CH2:4][CH2:5][CH2:6][CH2:7][CH2:8][CH2:9][CH2:10][CH2:11][CH2:12][CH2:13][CH2:14][CH2:15][CH2:16][CH2:17][CH2:18][CH2:19][CH2:20][CH2:21][CH3:22] |f:0.1|. The product is C(CCCCCCCCCCCCCCCCCCC)(=O)OCI (Iodomethyl Arachidate). Yield: 70.5%. The solvent is C(C)#N (acetonitrile), [Al] (aluminum). Procedure: Sodium iodide (8.31 g, 0.0555 mol) was added to a solution of chloromethyl arachidate (6.7 g, 0.0185 mol) in acetonitrile (67 ml) at 25° C. The flask was covered in aluminum foil to protect from light and stirred at 25° C. for 16 hours. The reaction mixture was partitioned between dichloromethane and water. The aqueous layer was extracted with dichloromethane. The combined organic extracts were washed with aqueous saturated NaHCO3, aqueous sodium sulfite (10% solution), and brine, then dried wit... Run at temperature 25 celsius, time 16 hour. Starting materials: [I-].[Na+] (Sodium iodide), C(CCCCCCCCCCCCCCCCCCC)(=O)OCCl (chloromethyl arachidate). Starting materials: C1CCNCC1, CC#N, CCOC(=O)c1ccc(F)cc1, O. The product is CCOC(=O)c1ccc(N2CCCCC2)cc1. As a reaction SMILES: [CH2:13]1[CH2:14][CH2:15][NH:16][CH2:17][CH2:18]1.[CH3:20][C:21]#[N:22].[F:1][c:2]1[cH:3][cH:4][c:5]([C:6](=[O:7])[O:8][CH2:9][CH3:10])[cH:11][cH:12]1.[OH2:19]>>[c:2]1([N:16]2[CH2:15][CH2:14][CH2:13][CH2:18][CH2:17]2)[cH:3][cH:4][c:5]([C:6](=[O:7])[O:8][CH2:9][CH3:10])[cH:11][cH:12]1. The reactants are BrC(Br)(Br)Br, CC(c1ccccc1)N1CC(CCO)(C(=O)OC(C)(C)C)C(C)C1=O, ClCCl, c1ccc(P(c2ccccc2)c2ccccc2)cc1. The product is CC(c1ccccc1)N1CC(CCBr)(C(=O)OC(C)(C)C)C(C)C1=O. Reaction SMILES: [C:1]([Br:2])([Br:3])([Br:4])[Br:5].[C:25]([CH3:26])([CH3:27])([CH3:28])[O:29][C:30](=[O:31])[C:32]1([CH2:47][CH2:48][OH:49])[CH2:33][N:34]([CH:39]([CH3:40])[c:41]2[cH:42][cH:43][cH:44][cH:45][cH:46]2)[C:35](=[O:38])[CH:36]1[CH3:37].[Cl:50][CH2:51][Cl:52].[c:6]1([P:7]([c:8]2[cH:9][cH:10][cH:11][cH:12][cH:13]2)[c:14]2[cH:15][cH:16][cH:17][cH:18][cH:19]2)[cH:20][cH:21][cH:22][cH:23][cH:24]1>>[CH2:1]([Br:5])[CH2:47][C:32]1([C:30]([O:29][C:25]([CH3:26])([CH3:27])[CH3:28])=[O:31])[CH2:33][N:34]([CH:39]([CH3:40])[c:41]2[cH:42][cH:43][cH:44][cH:45][cH:46]2)[C:35](=[O:38])[CH:36]1[CH3:37]. Starting materials: CC1=NNC(C)(C)C1, Cc1ccccc1, O=C=NS(=O)(=O)c1c(Cl)cccc1Cl, O. Yields the product CC1=NN(C(=O)NS(=O)(=O)c2c(Cl)cccc2Cl)C(C)(C)C1. RXN SMILES: [CH3:1][C:2]1=[N:3][NH:4][C:5]([CH3:7])([CH3:8])[CH2:6]1.[CH3:24][c:25]1[cH:26][cH:27][cH:28][cH:29][cH:30]1.[Cl:9][c:10]1[c:11]([S:17](=[O:18])(=[O:19])[N:20]=[C:21]=[O:22])[c:12]([Cl:16])[cH:13][cH:14][cH:15]1.[OH2:23]>>[CH3:1][C:2]1=[N:3][N:4]([C:21]([NH:20][S:17]([c:11]2[c:10]([Cl:9])[cH:15][cH:14][cH:13][c:12]2[Cl:16])(=[O:18])=[O:19])=[O:22])[C:5]([CH3:7])([CH3:8])[CH2:6]1. As a reaction SMILES: [C:1]([CH3:2])(=[O:3])[O:4][C:5]1([C:6]([CH:7]([I:8])[I:9])=[O:10])[CH2:11][CH2:12][CH:13]2[CH:14]3[CH2:15][CH2:16][C:17]4=[CH:18][C:19](=[O:29])[CH:20]=[CH:21][C:22]4([CH3:23])[CH:24]3[CH2:25][CH2:26][C:27]12[CH3:28].[CH3:30][C:31](=[O:32])[CH3:33]>>[C:1]([CH3:2])(=[O:3])[O:4][C:5]1([C:6]([CH3:7])=[O:10])[CH2:11][CH2:12][CH:13]2[CH:14]3[CH2:15][CH2:16][C:17]4=[CH:18][C:19](=[O:29])[CH:20]=[CH:21][C:22]4([CH3:23])[CH:24]3[CH2:25][CH2:26][C:27]12[CH3:28]. The reactants are CC(=O)OC1(C(=O)C(I)I)CCC2C3CCC4=CC(=O)C=CC4(C)C3CCC21C, CC(C)=O. Product: CC(=O)OC1(C(C)=O)CCC2C3CCC4=CC(=O)C=CC4(C)C3CCC21C. Starting materials: CC(=CBr)c1ccncn1, Cc1ccc2[nH]c3c(c2c1)CCN(C)CC3, [Cu]I, [K+], [K+], [K+], CN(C)C=O, O, O=C(O)C1CCCN1, O=P([O-])([O-])[O-]. The product is CC(=Cn1c2c(c3cc(C)ccc31)CCN(C)CC2)c1ccncn1. Reaction SMILES: [Br:1][CH:2]=[C:3]([CH3:4])[c:5]1[n:6][cH:7][n:8][cH:9][cH:10]1.[CH3:27][N:28]1[CH2:29][CH2:30][c:31]2[nH:32][c:33]3[cH:34][cH:35][c:36]([CH3:42])[cH:37][c:38]3[c:39]2[CH2:40][CH2:41]1.[Cu:48][I:49].[K+:16].[K+:17].[K+:18].[O:43]=[CH:44][N:45]([CH3:46])[CH3:47].[OH2:50].[OH:19][C:20]([CH:21]1[NH:22][CH2:23][CH2:24][CH2:25]1)=[O:26].[P:11]([O-:12])([O-:13])([O-:14])=[O:15]>>[CH:2](=[C:3]([CH3:4])[c:5]1[n:6][cH:7][n:8][cH:9][cH:10]1)[n:32]1[c:31]2[c:39]([c:38]3[c:33]1[cH:34][cH:35][c:36]([CH3:42])[cH:37]3)[CH2:40][CH2:41][N:28]([CH3:27])[CH2:29][CH2:30]2.